The task is: describe an organic reaction: reactants, conditions, products, and yield. This data is from the Open Reaction Database (ORD), a public repository of structured organic reaction records. Reactants: CC1([C@H](CC(O1)=O)CC(C)(C1=CC=C(C=C1)C)C)C ((S)-5,5-dimethyl-4-(2-methyl-2-p-tolylpropyl)-tetrahydro-2-furanone), [Cl-].[Al+3].[Cl-].[Cl-] (aluminum chloride), resultant mixture. The solvent is C1(=CC=CC=C1)C (toluene). Yields the product C(=O)(O)C[C@@H]1CC(C2=CC=C(C=C2C1(C)C)C)(C)C ((S)-3-carboxymethyl-1,1,4,4,6-pentamethyl-1,2,3,4-tetrahydronaphthalene). Isolated yield 95.0%. Reaction SMILES: [CH3:1][C:2]1([CH3:19])[O:6][C:5](=[O:7])[CH2:4][C@@H:3]1[CH2:8][C:9]([CH3:18])([C:11]1[CH:16]=[CH:15][C:14]([CH3:17])=[CH:13][CH:12]=1)[CH3:10].[Cl-].[Al+3].[Cl-].[Cl-]>C1(C)C=CC=CC=1>[C:5]([CH2:4][C@H:3]1[C:2]([CH3:19])([CH3:1])[C:16]2[C:11](=[CH:12][CH:13]=[C:14]([CH3:17])[CH:15]=2)[C:9]([CH3:18])([CH3:10])[CH2:8]1)([OH:6])=[O:7] |f:1.2.3.4|. Procedure details: To a solution of (S)-5,5-dimethyl-4-(2-methyl-2-p-tolylpropyl)-tetrahydro-2-furanone (100 mg) in toluene (10 ml), anhydrous aluminum chloride (130 mg) was added, and the resultant mixture was stirred at 70° C. for 30 minutes. The reaction mixture was washed with dilute hydrochloric acid, dried and concentrated to give (S)-3-carboxymethyl-1,1,4,4,6-pentamethyl-1,2,3,4-tetrahydronaphthalene (95 mg). The reactants are ceric ammonium nitrate, N(=[N+]=[N-])[C@@H]1C(N([C@@H]1C=CC1=CC=CC=C1)C1=CC=C(C=C1)OC)=O ((±)-(cis)-3-azido-1-(4-methoxyphenyl)-2-oxo-4-(2-phenylethenyl)azetidine). Solvent: C(C)#N (acetonitrile), O (water). Reaction conditions: temperature 0 celsius, time 15 minute. Product: N(=[N+]=[N-])[C@@H]1C(N[C@@H]1C=CC1=CC=CC=C1)=O ((±)-(cis)-3-Azido-2-oxo-4-(2-phenylethenyl)azetidine). The yield is 60.3%. As a reaction SMILES: [N:1]([C@H:4]1[C@@H:7]([CH:8]=[CH:9][C:10]2[CH:15]=[CH:14][CH:13]=[CH:12][CH:11]=2)[N:6](C2C=CC(OC)=CC=2)[C:5]1=[O:24])=[N+:2]=[N-:3]>O.C(#N)C>[N:1]([C@H:4]1[C@@H:7]([CH:8]=[CH:9][C:10]2[CH:11]=[CH:12][CH:13]=[CH:14][CH:15]=2)[NH:6][C:5]1=[O:24])=[N+:2]=[N-:3]. Procedure details: To a solution of 10.22 g of ceric ammonium nitrate in 13 ml of water at 0° C. is added 1.99 g of (±)-(cis)-3-azido-1-(4-methoxyphenyl)-2-oxo-4-(2-phenylethenyl)azetidine dissolved in 65 ml of acetonitrile during a 15 minute period (additional 10 ml of acetonitrile is used for rinse). The mixture is stirred for an additional 15 minutes at 0° C., diluted with 750 ml of ethyl acetate, washed with water (six 600 ml portions), dried over anhydrous sodium sulfate, and stripped of solvent to give an oi... The reactants are [OH-].[K+] (KOH), C(C)OC(C(C(=O)OCC)C(CC1=CC=CC=C1)C=1C=NC(=CC1)NC(=O)OC(C)(C)C)=O (2-[1-(6-tert-butoxycarbonylamino-pyridin-3-yl)-2-phenyl-ethyl]-malonic acid diethyl ester). The solvent is C(C)O (ethanol), C(C)O (ethanol), C(Cl)Cl (methylene chloride). Run at time 48 hour. Product: C(C)OC(C(C(=O)O)C(CC1=CC=CC=C1)C=1C=NC(=CC1)NC(=O)OC(C)(C)C)=O (2-[1-(6-tert-butoxycarbonylamino-pyridin-3-yl)-2-phenyl-ethyl]-malonic acid monoethyl ester). The yield is 90.0%. Reaction SMILES: [OH-].[K+].[CH2:3]([O:5][C:6](=[O:35])[CH:7]([CH:13]([C:21]1[CH:22]=[N:23][C:24]([NH:27][C:28]([O:30][C:31]([CH3:34])([CH3:33])[CH3:32])=[O:29])=[CH:25][CH:26]=1)[CH2:14][C:15]1[CH:20]=[CH:19][CH:18]=[CH:17][CH:16]=1)[C:8]([O:10]CC)=[O:9])[CH3:4]>C(O)C.C(Cl)Cl>[CH2:3]([O:5][C:6](=[O:35])[CH:7]([CH:13]([C:21]1[CH:22]=[N:23][C:24]([NH:27][C:28]([O:30][C:31]([CH3:34])([CH3:33])[CH3:32])=[O:29])=[CH:25][CH:26]=1)[CH2:14][C:15]1[CH:20]=[CH:19][CH:18]=[CH:17][CH:16]=1)[C:8]([OH:10])=[O:9])[CH3:4] |f:0.1|. Procedure: A solution of KOH (0.067 g, 1.03 mmol) in ethanol (3 mL) was added to a solution of 2-[1-(6-tert-butoxycarbonylamino-pyridin-3-yl)-2-phenyl-ethyl]-malonic acid diethyl ester (0.44g, 0.96 mmol) in ethanol (3 mL) and methylene chloride (2 mL) at 0° C. The mixture was stirred for 48 h at room temperature. The mixture was concentrated under reduced pressure and ethyl acetate and 0.5 M HCl were added to the residue. The organic layer was washed with brine and dried. Filtration and evaporation in vacu... Starting materials: C=CC(O)CO, Cc1ccc(S(=O)(=O)Cl)cc1, c1ccncc1. Yields the product C=CC(O)COS(=O)(=O)c1ccc(C)cc1. RXN SMILES: [OH:1][CH2:2][CH:3]([CH:4]=[CH2:5])[OH:6].[c:7]1([CH3:17])[cH:8][cH:9][c:10]([S:13](=[O:14])(=[O:15])[Cl:16])[cH:11][cH:12]1.[cH:18]1[cH:19][cH:20][n:21][cH:22][cH:23]1>>[O:1]([CH2:2][CH:3]([CH:4]=[CH2:5])[OH:6])[S:13]([c:10]1[cH:9][cH:8][c:7]([CH3:17])[cH:12][cH:11]1)(=[O:14])=[O:15]. Reactants: OC=1C=CC2=C(CC(O2)CCC2=CC=CC=C2)C1 (5-hydroxy-2-(2-phenylethyl)-2,3-di-hydrobenzofuran), OC=1C=CC2=C(CC(O2)CCC2=CC=CC=C2)C1 (5-hydroxy-2-(2-phenylethyl)-2,3-dihydrobenzofuran), C1(=CC=CC=C1)B(O)O (phenyl-boronic acid), C1(=CC=CC=C1)CCCC=O (4-phenylbutyraldehye), ClC(C(=O)O)(Cl)Cl (trichloroacetic acid). The solvent is C1(=CC=CC=C1)C (toluene). Yields the product C1(=CC=CC=C1)CCB1OC2=C(C(O1)CCCC1=CC=CC=C1)C=C1C(=C2)C=CO1 (2-(2-phenylethyl)-4-(3-phenyl-propyl)-4H-furo[2,3-g]-1,3,2-benzodioxaborin). As a reaction SMILES: [OH:1][C:2]1[CH:3]=[CH:4][C:5]2[O:9][CH:8]([CH2:10][CH2:11][C:12]3[CH:17]=[CH:16][CH:15]=[CH:14][CH:13]=3)[CH2:7][C:6]=2[CH:18]=1.C1([B:25](O)[OH:26])C=CC=CC=1.[C:28]1([CH2:34][CH2:35]CC=O)[CH:33]=[CH:32][CH:31]=[CH:30][CH:29]=1.Cl[C:40](Cl)(Cl)[C:41](O)=O>C1(C)C=CC=CC=1>[C:28]1([CH2:34][CH2:35][B:25]2[O:26][CH:7]([CH2:8][CH2:10][CH2:11][C:12]3[CH:17]=[CH:16][CH:15]=[CH:14][CH:13]=3)[C:6]3[CH:18]=[C:2]4[O:1][CH:41]=[CH:40][C:3]4=[CH:4][C:5]=3[O:9]2)[CH:29]=[CH:30][CH:31]=[CH:32][CH:33]=1. Reported procedure: A mixture of 5-hydroxy-2-(2-phenylethyl)-2,3-di-hydrobenzofuran, E5, (1.4 gm; 6 mmoles), phenyl-boronic acid (876 mgs; 7.2 mmoles), 4-phenylbutyraldehye (1.3 gm; 9 mmoles), trichloroacetic acid (300 mgs; 1.8 mmoles) and toluene (120 mL) was refluxed under nitrogen atmosphere for 7 hours and using a Dean Stark to collect azeotroped water. The mixture was cooled and stirred with saturated sodium bicarbonate solution. The toluene layer was separated, dried (MgSO4), filtered and concentrated to obta...